This data is from the Open Reaction Database (ORD), a public repository of structured organic reaction records. The task is: describe an organic reaction: reactants, conditions, products, and yield The reactants are CCc1cc(C)c2c(c1)C1CN(C(=O)OC(C)(C)C)CC1NC2=O, ICCc1ccccc1, [H-], [Na+], CN(C)C=O. Product: CCc1cc(C)c2c(c1)C1CN(C(=O)OC(C)(C)C)CC1N(CCc1ccccc1)C2=O. RXN SMILES: [CH2:1]([CH3:2])[c:3]1[cH:4][c:5]2[c:10]([c:11]([CH3:13])[cH:12]1)[C:9](=[O:14])[NH:8][CH:7]1[CH:6]2[CH2:17][N:16]([C:18](=[O:19])[O:20][C:21]([CH3:22])([CH3:23])[CH3:24])[CH2:15]1.[CH2:27]([CH2:28][c:29]1[cH:30][cH:31][cH:32][cH:33][cH:34]1)[I:35].[H-:25].[Na+:26].[O:36]=[CH:37][N:38]([CH3:39])[CH3:40]>>[CH2:1]([CH3:2])[c:3]1[cH:4][c:5]2[c:10]([c:11]([CH3:13])[cH:12]1)[C:9](=[O:14])[N:8]([CH2:27][CH2:28][c:29]1[cH:30][cH:31][cH:32][cH:33][cH:34]1)[CH:7]1[CH:6]2[CH2:17][N:16]([C:18](=[O:19])[O:20][C:21]([CH3:22])([CH3:23])[CH3:24])[CH2:15]1. Reactants: OCNC(C(=C)C)=O (N-hydroxymethylmethacrylamide), C1(=CC=CC=C1)P(=S)(S)C1=CC=CC=C1 (diphenylphosphinodithioic acid). Yields the product C1(=CC=CC=C1)P(=S)(SCNC(C(CSP(=S)(C1=CC=CC=C1)C1=CC=CC=C1)C)=O)C1=CC=CC=C1 (N-(diphenylphosphinothioylthiomethyl) 3-(diphenylphosphinothioylthio)-2-methylpropionamide). Reported procedure: Following the general procedure in Example 1, 0.4 mole N-hydroxymethylmethacrylamide is reacted with 0.8 mole of diphenylphosphinodithioic acid, to yield N-(diphenylphosphinothioylthiomethyl) 3-(diphenylphosphinothioylthio)-2-methylpropionamide. RXN SMILES: O[CH2:2][NH:3][C:4](=[O:8])[C:5]([CH3:7])=[CH2:6].[C:9]1([P:15]([C:18]2[CH:23]=[CH:22][CH:21]=[CH:20][CH:19]=2)([SH:17])=[S:16])[CH:14]=[CH:13][CH:12]=[CH:11][CH:10]=1>>[C:9]1([P:15]([C:18]2[CH:23]=[CH:22][CH:21]=[CH:20][CH:19]=2)([S:17][CH2:2][NH:3][C:4](=[O:8])[CH:5]([CH3:7])[CH2:6][S:17][P:15]([C:18]2[CH:19]=[CH:20][CH:21]=[CH:22][CH:23]=2)([C:9]2[CH:14]=[CH:13][CH:12]=[CH:11][CH:10]=2)=[S:16])=[S:16])[CH:10]=[CH:11][CH:12]=[CH:13][CH:14]=1. The reactants are C1(=CC=CC=C1)C(CCN)C1=CC=CC=C1 (3,3-diphenylpropylamine), BrCC(=O)OCC (ethyl bromoacetate), C([O-])([O-])=O.[K+].[K+] (potassium carbonate). Solvent: C(C)#N (acetonitrile). Reaction conditions: time 18 hour. Yields the product C(C)OC(CNCCC(C1=CC=CC=C1)C1=CC=CC=C1)=O (N-[(3,3-diphenyl)propyl]glycine ethyl ester). Isolated yield 69.1%. RXN SMILES: [C:1]1([CH:7]([C:11]2[CH:16]=[CH:15][CH:14]=[CH:13][CH:12]=2)[CH2:8][CH2:9][NH2:10])[CH:6]=[CH:5][CH:4]=[CH:3][CH:2]=1.Br[CH2:18][C:19]([O:21][CH2:22][CH3:23])=[O:20].C(=O)([O-])[O-].[K+].[K+]>C(#N)C>[CH2:22]([O:21][C:19](=[O:20])[CH2:18][NH:10][CH2:9][CH2:8][CH:7]([C:1]1[CH:2]=[CH:3][CH:4]=[CH:5][CH:6]=1)[C:11]1[CH:12]=[CH:13][CH:14]=[CH:15][CH:16]=1)[CH3:23] |f:2.3.4|. Procedure details: 2.132 g (10.1 mmol) 3,3-diphenylpropylamine (Aldrich, Milwaukee, Wis.) was added to a mixture of 0.853 g (5.11 mmol) ethyl bromoacetate (Aldrich) and 2.7 g (19.57 mmol) potassium carbonate in 14 ml acetonitrile at rom temperature. The mixture was stirred under argon for 18 hours. The reaction mire was filtered, the solvent evaporated and the residue chromatographed on a silica gel column with 40% ethyl acetate in hexanes to give 1.05 g (yield 69%) N-[(3,3-diphenyl)propyl]glycine ethyl ester (Com... Reactants: CC(C)(C)O, CC(C)(C)O, C=Cc1ccc(N2CC(=O)N(CC[Si](C)(C)C)S2(=O)=O)c(OCc2ccccc2)c1, C1CCOC1, [Na+], O=C([O-])O, O=[Os](=O)(=O)=O, O, O. The product is C[Si](C)(C)CCN1C(=O)CN(c2ccc(C=O)cc2OCc2ccccc2)S1(=O)=O. As a reaction SMILES: [C:36]([OH:37])([CH3:38])([CH3:39])[CH3:40].[C:47]([OH:48])([CH3:49])([CH3:50])[CH3:51].[CH2:1]([c:2]1[cH:3][cH:4][cH:5][cH:6][cH:7]1)[O:8][c:9]1[c:10]([N:17]2[CH2:18][C:19](=[O:30])[N:20]([CH2:24][CH2:25][Si:26]([CH3:27])([CH3:28])[CH3:29])[S:21]2(=[O:22])=[O:23])[cH:11][cH:12][c:13]([CH:15]=[CH2:16])[cH:14]1.[CH2:31]1[CH2:34][CH2:33][CH2:32][O:35]1.[Na+:46].[O-:42][C:43]([OH:44])=[O:45].[O:53]=[Os:54](=[O:55])(=[O:56])=[O:57].[OH2:41].[OH2:52]>>[CH2:1]([c:2]1[cH:3][cH:4][cH:5][cH:6][cH:7]1)[O:8][c:9]1[c:10]([N:17]2[CH2:18][C:19](=[O:30])[N:20]([CH2:24][CH2:25][Si:26]([CH3:27])([CH3:28])[CH3:29])[S:21]2(=[O:22])=[O:23])[cH:11][cH:12][c:13]([CH:15]=[O:35])[cH:14]1. Starting materials: CC(C(=O)OCC)(C)OC1=CC=C(C=C1)CCNCC1=CC=C(C=C1)C(F)(F)F (ethyl 2-methyl-2-[4-(2-{[4-(trifluoromethyl)benzyl]amino}ethyl)phenoxy]propanoate), ClC1=NC=CN=C1 (chloropyrazine). Yields the product CC(C(=O)O)(C)OC1=CC=C(C=C1)CCN(CC1=CC=C(C=C1)C(F)(F)F)C1=NC=CN=C1 (2-Methyl-2-[4-(2-{pyrazin-2-yl[4-(trifluoromethyl)benzyl]amino}ethyl)phenoxy]propanoic acid). As a reaction SMILES: [CH3:1][C:2]([O:9][C:10]1[CH:15]=[CH:14][C:13]([CH2:16][CH2:17][NH:18][CH2:19][C:20]2[CH:25]=[CH:24][C:23]([C:26]([F:29])([F:28])[F:27])=[CH:22][CH:21]=2)=[CH:12][CH:11]=1)([CH3:8])[C:3]([O:5]CC)=[O:4].Cl[C:31]1[CH:36]=[N:35][CH:34]=[CH:33][N:32]=1>>[CH3:1][C:2]([O:9][C:10]1[CH:11]=[CH:12][C:13]([CH2:16][CH2:17][N:18]([C:31]2[CH:36]=[N:35][CH:34]=[CH:33][N:32]=2)[CH2:19][C:20]2[CH:21]=[CH:22][C:23]([C:26]([F:29])([F:27])[F:28])=[CH:24][CH:25]=2)=[CH:14][CH:15]=1)([CH3:8])[C:3]([OH:5])=[O:4]. Procedure details: Similarly prepared from ethyl 2-methyl-2-[4-(2-{[4-(trifluoromethyl)benzyl]amino}ethyl)phenoxy]propanoate and chloropyrazine. The reactants are C(C)OC1=C(C(C=O)=CC=C1)O (3-ethoxysalicylaldehyde), C([O-])([O-])=O.[K+].[K+] (potassium carbonate), S(=O)(=O)(OC)OC (dimethyl sulfate). Run in C(C)(=O)OCC (ethyl acetate), CN(C=O)C (N,N-dimethylformamide). Conditions: temperature 60 celsius, time 5 hour. Product: C(C)OC=1C(=C(C=O)C=CC1)OC (3-Ethoxy-2-methoxybenzaldehyde). The yield is 101.4%. As a reaction SMILES: [CH2:1]([O:3][C:4]1[CH:11]=[CH:10][CH:9]=[C:6]([CH:7]=[O:8])[C:5]=1[OH:12])[CH3:2].[C:13](=O)([O-])[O-].[K+].[K+].S(OC)(OC)(=O)=O>CN(C)C=O.C(OCC)(=O)C>[CH2:1]([O:3][C:4]1[C:5]([O:12][CH3:13])=[C:6]([CH:9]=[CH:10][CH:11]=1)[CH:7]=[O:8])[CH3:2] |f:1.2.3|. Reported procedure: To a suspension of 3-ethoxysalicylaldehyde (1.00 g, 6.02 mmol) and potassium carbonate (3.33 g, 24.1 mmol) in N,N-dimethylformamide (10 mL) was added dimethyl sulfate (0.91 g, 7.22 mmol), and the mixture was stirred at 60° C. for 5 hours. The reaction mixture was diluted with ethyl acetate, filtered, and the filtrate was washed with water, and then concentrated under reduced pressure. The residue was purified with silica gel column chromatography (hexane/ethyl acetate=7:3) to give the title comp...